Dataset: the Open Reaction Database (ORD), a public repository of structured organic reaction records. Task: describe an organic reaction: reactants, conditions, products, and yield The reactants are NC=1C=C(C=C(C1)N1C=CC=C1)NC(C)=O (N-(3-amino-5-pyrrol-1-yl-phenyl)acetamide), FC1=C(C=C(C=C1)I)[N+](=O)[O-] (1-fluoro-4-iodo-2-nitrobenzene), [F-].[K+] (potassium fluoride). The solvent is CN(C)C=O (DMF). The product is IC1=CC(=C(C=C1)NC=1C=C(C=C(C1)N1C=CC=C1)NC(C)=O)[N+](=O)[O-] (N-(3-(4-iodo-2-nitrophenylamino)-5-(1H-pyrrol-1-yl)phenyl)acetamide). The yield is 49.0%. RXN SMILES: [NH2:1][C:2]1[CH:3]=[C:4]([NH:13][C:14](=[O:16])[CH3:15])[CH:5]=[C:6]([N:8]2[CH:12]=[CH:11][CH:10]=[CH:9]2)[CH:7]=1.F[C:18]1[CH:23]=[CH:22][C:21]([I:24])=[CH:20][C:19]=1[N+:25]([O-:27])=[O:26].[F-].[K+]>CN(C=O)C>[I:24][C:21]1[CH:22]=[CH:23][C:18]([NH:1][C:2]2[CH:3]=[C:4]([NH:13][C:14](=[O:16])[CH3:15])[CH:5]=[C:6]([N:8]3[CH:9]=[CH:10][CH:11]=[CH:12]3)[CH:7]=2)=[C:19]([N+:25]([O-:27])=[O:26])[CH:20]=1 |f:2.3|. Reported procedure: A solution of N-(3-amino-5-pyrrol-1-yl-phenyl)acetamide of Example 87(d) (5.0 g, 18.72 mmol), 1-fluoro-4-iodo-2-nitrobenzene (4.02 g, 18.72 mmol, 1.0 eq.) and potassium fluoride (1.08 g, 18.72 mmol, 1.0 eq.) in DMF (30 ml) was heated at 130° C. for 5 h. The mixture was quenched and extracted as in Example 1(d). The solvent was distilled off and the residue was purified by column chromatography (60-120 silica gel, 50% ethyl acetate in hexane) to give the product in 49% yield (4.3 g). The reactants are S(=O)(=O)(Cl)Cl (sulfuryl chloride), ClC1=C(NC=2C(=CSC2)CC#N)C(=CC=C1)Cl (4-(2,6-dichloroanilino)-3-thiophenacetonitrile), S(=O)([O-])S(=O)[O-].[Na+].[Na+] (sodium dithionite), [OH-].[Na+] (sodium hydroxide). The solvent is C(Cl)Cl (methylene chloride), C(Cl)Cl (methylene chloride). Run at time 10 minute. Yields the product ClC1=C(C(=CS1)CC#N)NC1=C(C=CC=C1Cl)Cl (5-chloro-4-(2,6-dichloroanilino)-3-thiophenacetonitrile). RXN SMILES: S(Cl)([Cl:4])(=O)=O.[Cl:6][C:7]1[CH:21]=[CH:20][CH:19]=[C:18]([Cl:22])[C:8]=1[NH:9][C:10]1[C:11]([CH2:15][C:16]#[N:17])=[CH:12][S:13][CH:14]=1.S(S([O-])=O)([O-])=O.[Na+].[Na+].[OH-].[Na+]>C(Cl)Cl>[Cl:4][C:14]1[S:13][CH:12]=[C:11]([CH2:15][C:16]#[N:17])[C:10]=1[NH:9][C:8]1[C:18]([Cl:22])=[CH:19][CH:20]=[CH:21][C:7]=1[Cl:6] |f:2.3.4,5.6|. Procedure details: A solution of 135 mg of sulfuryl chloride in 5 ml of methylene chloride is added dropwise to a solution of 283 mg (1 mmole) of 4-(2,6-dichloroanilino)-3-thiophenacetonitrile in 20 ml of methylene chloride at -15°. After 10 minutes, a sodium dithionite solution and 3 ml of 2 N sodium hydroxide solution are added. The organic phase is separated off, dried, clarified with bleaching earth (for example Tonsil®) and concentrated. Recrystallization of the residue from methanol yields 5-chloro-4-(2,6-di... Solvent: C1(=CC=CC=C1)C (toluene). Reaction conditions: time 20 hour. The reagents and catalysts are [I-].C(CCC)[N+](CCCC)(CCCC)CCCC (tetrabutylammonium iodide). Procedure: To a stirred solution of tert-butyl (1S)-1-formylpentylcarbamate in toluene was added water (50 mL), acetone cyanohydrin (16.4 mL, 180.0 mmol), potassium cyanide (250 mg) and tetrabutylammonium iodide (300 mg). The mixture was stirred at ambient temperature for 20 h, and then the layers were separated. The organic layer was washed with water (5×60 mL), dried with magnesium sulfate and concentrated in vacuo to afford the title compound (26.7 g, 92%) as a thick oil. The 1H NMR spectrum showed an a... Product: C(#N)C([C@H](CCCC)NC(OC(C)(C)C)=O)O (tert-butyl (1S)-1-[cyano(hydroxy)methyl]pentylcarbamate). Isolated yield 92.0%. RXN SMILES: [CH:1]([C@@H:3]([NH:8][C:9](=[O:15])[O:10][C:11]([CH3:14])([CH3:13])[CH3:12])[CH2:4][CH2:5][CH2:6][CH3:7])=[O:2].O.CC(C)(O)[C:19]#[N:20].[C-]#N.[K+]>C1(C)C=CC=CC=1.[I-].C([N+](CCCC)(CCCC)CCCC)CCC>[C:19]([CH:1]([OH:2])[C@@H:3]([NH:8][C:9](=[O:15])[O:10][C:11]([CH3:14])([CH3:13])[CH3:12])[CH2:4][CH2:5][CH2:6][CH3:7])#[N:20] |f:3.4,6.7|. The reactants are C(=O)[C@H](CCCC)NC(OC(C)(C)C)=O (tert-butyl (1S)-1-formylpentylcarbamate), O (water), CC(C#N)(O)C (acetone cyanohydrin), [C-]#N.[K+] (potassium cyanide). The reactants are COC(=O)c1ccncc1, CO, [NH4+], [NH4+], O, O=S(=O)(O)O, O=S(=O)([O-])OOS(=O)(=O)[O-]. Yields the product COC(=O)c1ccnc(CO)c1. As a reaction SMILES: [C:1]([c:2]1[cH:3][cH:4][n:5][cH:6][cH:7]1)(=[O:8])[O:9][CH3:10].[CH3:28][OH:29].[NH4+:26].[NH4+:27].[OH2:30].[S:11](=[O:12])(=[O:13])([OH:14])[OH:15].[S:16]([O:17][O:18][S:19]([O-:20])(=[O:21])=[O:22])([O-:23])(=[O:24])=[O:25]>>[C:1]([c:2]1[cH:3][c:4]([CH2:28][OH:29])[n:5][cH:6][cH:7]1)(=[O:8])[O:9][CH3:10].